This data is from the Open Reaction Database (ORD), a public repository of structured organic reaction records. The task is: describe an organic reaction: reactants, conditions, products, and yield Reactants: ClC=1C=C2C(C(=O)OC(N2)=O)=CC1Cl (4,5-dichloroisatoic anhydride), [H-].[Na+] (sodium hydride), CN1C(CCC1)=O (N-methyl-2-pyrrolidinone), CSC(NS(=O)(=O)CCl)=N (S-methyl-N-(chloromethanesulfonyl)-isothiourea). Reaction conditions: time 30 minute. The product is ClC=1C=C2C(N3C(=NC2=CC1Cl)NS(C3)(=O)=O)=O (7,8-Dichloro-1H-1,2,4-thiadiazolo[3,4-b]quinazolin-5-one-2,2-dioxide). RXN SMILES: [Cl:1][C:2]1[CH:3]=[C:4]2[NH:10][C:9](=O)O[C:6](=[O:7])[C:5]2=[CH:12][C:13]=1[Cl:14].[H-].[Na+].CSC(=N)[NH:20][S:21]([CH2:24]Cl)(=[O:23])=[O:22].C[N:28]1CCCC1=O>>[Cl:14][C:13]1[CH:12]=[C:5]2[C:4](=[CH:3][C:2]=1[Cl:1])[N:10]=[C:9]1[NH:20][S:21](=[O:22])(=[O:23])[CH2:24][N:28]1[C:6]2=[O:7] |f:1.2|. Procedure: To a stirred slurry of 4,5-dichloroisatoic anhydride (11.54 g, 50 mmol) in N-methyl-2-pyrrolidinone (50 ml) under nitrogen is added sodium hydride (2.05 g of 60% oil dispersion, 52 mmol). The mixture is stirred for 30 min at room temperature, and to the resulting solution is added S-methyl-N-(chloromethanesulfonyl)-isothiourea (11.0 g, 55 mmol). The mixture is stirred under nitrogen at 80° C. for 18 hr, then worked up as in Example 4 above. Recrystallization from DMF provides the title compound ... The reactants are NN1C=C(C=C1)C(=O)C1=CC=CC=C1 ((1-amino-1H-pyrrol-3-yl)phenylmethanone), C(=O)(OCC1=CC=CC=C1)NCC(=O)O (N-carbobenzyloxyglycine), C1CCC(CC1)N=C=NC2CCCCC2 (DCC). Solvent: C(Cl)Cl (DCM), CN(C=O)C (dimethylformamide). Conditions: time 4 hour. Product: C1(=CC=CC=C1)COC(NCC(=O)NN1C=C(C=C1)C(C1=CC=CC=C1)=O)=O (Phenylmethyl-[2-[(3-benzoyl-1H-pyrrol-1-yl)amino]-2-oxoethyl]carbamate). Reaction SMILES: [NH2:1][N:2]1[CH:6]=[CH:5][C:4]([C:7]([C:9]2[CH:14]=[CH:13][CH:12]=[CH:11][CH:10]=2)=[O:8])=[CH:3]1.[C:15]([NH:25][CH2:26][C:27](O)=[O:28])([O:17][CH2:18][C:19]1[CH:24]=[CH:23][CH:22]=[CH:21][CH:20]=1)=[O:16].C1CCC(N=C=NC2CCCCC2)CC1>C(Cl)Cl.CN(C)C=O>[C:19]1([CH2:18][O:17][C:15](=[O:16])[NH:25][CH2:26][C:27]([NH:1][N:2]2[CH:6]=[CH:5][C:4]([C:7](=[O:8])[C:9]3[CH:10]=[CH:11][CH:12]=[CH:13][CH:14]=3)=[CH:3]2)=[O:28])[CH:20]=[CH:21][CH:22]=[CH:23][CH:24]=1. Procedure details: To a solution of (1-amino-1H-pyrrol-3-yl)phenylmethanone (5.96 g) and N-carbobenzyloxyglycine (6.69 g) in 70 ml of anhydrous DCM and 30 ml of anhydrous dimethylformamide was added DCC (7.22 g). The reaction mixture was stirred at room temperature for 4 hours and filtered. The filter cake was washed with ethyl acetate, and the combined filtrates were evaporated in vacuo. The residual oil was purified by preparative HPLC (silica gel, DCM/ethyl acetate 3:1). Evaporation of the desired fractions aff... The reactants are [Na+], O=C([O-])O, CN(C)C=O, O, O=P(Cl)(Cl)Cl, O=c1[nH]ccc2nc(-c3ccc(CN4CCC(c5n[nH]c(-c6ccccn6)n5)CC4)cc3)c(-c3ccccc3)cc12. The product is Clc1nccc2nc(-c3ccc(CN4CCC(c5nnc(-c6ccccn6)[nH]5)CC4)cc3)c(-c3ccccc3)cc12. RXN SMILES: [Na+:56].[O-:52][C:53]([OH:54])=[O:55].[O:47]=[CH:48][N:49]([CH3:50])[CH3:51].[OH2:57].[P:42]([Cl:43])([Cl:44])([Cl:45])=[O:46].[c:1]1(-[c:7]2[c:8](-[c:18]3[cH:19][cH:20][c:21]([CH2:24][N:25]4[CH2:26][CH2:27][CH:28]([c:31]5[n:32][nH:33][c:34](-[c:36]6[n:37][cH:38][cH:39][cH:40][cH:41]6)[n:35]5)[CH2:29][CH2:30]4)[cH:22][cH:23]3)[n:9][c:10]3[cH:11][cH:12][nH:13][c:14](=[O:17])[c:15]3[cH:16]2)[cH:2][cH:3][cH:4][cH:5][cH:6]1>>[c:1]1(-[c:7]2[c:8](-[c:18]3[cH:19][cH:20][c:21]([CH2:24][N:25]4[CH2:26][CH2:27][CH:28]([c:31]5[n:32][n:33][c:34](-[c:36]6[n:37][cH:38][cH:39][cH:40][cH:41]6)[nH:35]5)[CH2:29][CH2:30]4)[cH:22][cH:23]3)[n:9][c:10]3[cH:11][cH:12][n:13][c:14]([Cl:44])[c:15]3[cH:16]2)[cH:2][cH:3][cH:4][cH:5][cH:6]1. The reactants are BrCCC1=CNC2=CC=CC=C12 (3-(2-bromo-ethyl)-1H-indole), N1=CNC2=C1C=CC=C2 (benzimidazole). The solvent is O1CCOCC1 (dioxane). Product: N1C=C(C2=CC=CC=C12)CCN1C=NC2=C1C=CC=C2 (1-(2-(1H-Indol-3-yl)ethyl)-1H-benzo[d]imidazole). RXN SMILES: Br[CH2:2][CH2:3][C:4]1[C:12]2[C:7](=[CH:8][CH:9]=[CH:10][CH:11]=2)[NH:6][CH:5]=1.[N:13]1[C:17]2[CH:18]=[CH:19][CH:20]=[CH:21][C:16]=2[NH:15][CH:14]=1>O1CCOCC1>[NH:6]1[C:7]2[C:12](=[CH:11][CH:10]=[CH:9][CH:8]=2)[C:4]([CH2:3][CH2:2][N:13]2[C:17]3[CH:18]=[CH:19][CH:20]=[CH:21][C:16]=3[N:15]=[CH:14]2)=[CH:5]1. Procedure details: A solution of 3-(2-bromo-ethyl)-1H-indole (4.48 g, 20 mmol) and benzimidazole (4.72 g, 40 mmol) in abs. dioxane (50 ml) was stirred at 90° C. for 13 h. The solvent was then removed i. vac., CHCl3 (200 ml) was added to the residue and the mixture was washed twice with water. The organic phase was dried over Na2SO4 and concentrated i. vac. and the residue which remained was purified by flash chromatography with CHCl3/MeOH (40:1). Yield: 1.32 g (25%), pale brown solid Reactants: C(C1=CN=CC=C1)(=O)OC (methyl nicotinate), C1(CCCCO1)=O (delta-valerolactone), CC(C)([O-])C.[K+] (potassium tert-butoxide). Run in O1CCCC1 (tetrahydrofuran), O1CCCC1 (tetrahydrofuran), O (water). Conditions: temperature 23 celsius, time 2 hour. Product: N1=CC(=CC=C1)C(=O)CCCCO (4-hydroxybutyl 3-pyridyl ketone). Isolated yield 68.3%. As a reaction SMILES: CC(C)([O-])C.[K+].[C:7]([O:15]C)(=O)[C:8]1[CH:13]=[CH:12][CH:11]=[N:10][CH:9]=1.C1(=O)[O:22][CH2:21][CH2:20][CH2:19][CH2:18]1>O1CCCC1.O>[N:10]1[CH:11]=[CH:12][CH:13]=[C:8]([C:7]([CH2:18][CH2:19][CH2:20][CH2:21][OH:22])=[O:15])[CH:9]=1 |f:0.1|. Procedure: A solution of potassium tert-butoxide (83.55 g) in tetrahydrofuran (500 ml) at 22° C. is treated, dropwise, with a solution of methyl nicotinate (68.5 g) and delta-valerolactone (75.0 g) in tetrahydrofuran (125 ml) during a period of 1 hour. The solution is then stirred at 23° C. for 2 hours. The reaction mixture is diluted with water and washed with toluene (125 ml). The organic phase is discarded and the aqueous phase is treated dropwise with concentrated hydrochloric acid (400 ml;37% w/v). Th...